Task: describe an organic reaction: reactants, conditions, products, and yield. Dataset: the Open Reaction Database (ORD), a public repository of structured organic reaction records Starting materials: BrC=1C=C(C=C2C(C(N(C12)CCN(C(C)C)C(C)C)=O)=O)C (7-bromo-1-(2-diisopropylaminoethyl)-5-methylisatin), Cl.NNC(=O)N (semicarbazide hydrochloride). The product is BrC=1C=C(C=C2\C(\C(N(C12)CCN(C(C)C)C(C)C)=O)=N/NC(=O)N)C ((E)-7-bromo-1-(2-diisopropylaminoethyl)-5-methylisatin 3-semicarbazone). Yield: 87.9%. Reaction SMILES: [Br:1][C:2]1[CH:3]=[C:4]([CH3:22])[CH:5]=[C:6]2[C:10]=1[N:9]([CH2:11][CH2:12][N:13]([CH:17]([CH3:19])[CH3:18])[CH:14]([CH3:16])[CH3:15])[C:8](=[O:20])[C:7]2=O.Cl.[NH2:24][NH:25][C:26]([NH2:28])=[O:27]>>[Br:1][C:2]1[CH:3]=[C:4]([CH3:22])[CH:5]=[C:6]2[C:10]=1[N:9]([CH2:11][CH2:12][N:13]([CH:17]([CH3:19])[CH3:18])[CH:14]([CH3:16])[CH3:15])[C:8](=[O:20])/[C:7]/2=[N:24]/[NH:25][C:26]([NH2:28])=[O:27] |f:1.2|. Procedure: By using 7-bromo-1-(2-diisopropylaminoethyl)-5-methylisatin and semicarbazide hydrochloride, a method analogous to that described in Example 4 was carried out to obtain (E)-7-bromo-1-(2-diisopropylaminoethyl)-5-methylisatin 3-semicarbazone having a melting point of 189°-192° C. (yield: 87.9%, recrystallizing solvent: chloroform-hexane) The reactants are ClC1=CC=C2C(=C(NC2=C1)C(=O)C1=NC=CC=C1)[N+](=O)[O-] (6-Chloro-3-nitro-2-(pyridine-2-carbonyl)indole), [Cl-].[NH4+] (ammonium chloride). The reagents and catalysts are [Fe] (iron). Run in C(C)O (ethanol). The product is NC1=C(NC2=CC(=CC=C12)Cl)C(=O)C1=NC=CC=C1 (3-Amino-6-chloro-2-(pyridine-2-carbonyl)indole). Reaction SMILES: [Cl:1][C:2]1[CH:10]=[C:9]2[C:5]([C:6]([N+:19]([O-])=O)=[C:7]([C:11]([C:13]3[CH:18]=[CH:17][CH:16]=[CH:15][N:14]=3)=[O:12])[NH:8]2)=[CH:4][CH:3]=1.[Cl-].[NH4+]>C(O)C.[Fe]>[NH2:19][C:6]1[C:5]2[C:9](=[CH:10][C:2]([Cl:1])=[CH:3][CH:4]=2)[NH:8][C:7]=1[C:11]([C:13]1[CH:18]=[CH:17][CH:16]=[CH:15][N:14]=1)=[O:12] |f:1.2|. Procedure details: A mixture of 6-chloro-3-nitro-2-(pyridine-2-carbonyl)indole (step 3, 92 mg, 0.30 mmol), ammonium chloride (8 mg, 0.15 mmol) and iron powder (89 mg, 1.52 mmol) in 70% aqueous ethanol (6 ml) was heated at reflux for 2 h, and then cooled and filtered through a pad of Celite. The pad was washed copiously with a mixture of ethanol/ethyl acetate (1:1 v/v) and the combined washing evaporated. The residue was diluted with ethyl acetate (50 ml), washed with saturated aqueous sodim bicarbonate (30 ml) and... Starting materials: O=C1CCC(=O)N1Br, ClCCl, OCCCc1cccc(F)c1, c1ccc(P(c2ccccc2)c2ccccc2)cc1. Product: Fc1cccc(CCCBr)c1. As a reaction SMILES: [Br:31][N:32]1[C:33](=[O:34])[CH2:35][CH2:36][C:37]1=[O:38].[CH2:39]([Cl:40])[Cl:41].[F:1][c:2]1[cH:3][c:4]([CH2:8][CH2:9][CH2:10][OH:11])[cH:5][cH:6][cH:7]1.[c:12]1([P:13]([c:14]2[cH:15][cH:16][cH:17][cH:18][cH:19]2)[c:20]2[cH:21][cH:22][cH:23][cH:24][cH:25]2)[cH:26][cH:27][cH:28][cH:29][cH:30]1>>[F:1][c:2]1[cH:3][c:4]([CH2:8][CH2:9][CH2:10][Br:31])[cH:5][cH:6][cH:7]1. The reactants are ClC1=CC2=CC=CC=C2C=C1 (2-chloronaphthalene), Cl.N1CCC(CC1)C(=O)Cl (4-piperidinecarbonyl chloride hydrochloride), [Cl-].[Al+3].[Cl-].[Cl-] (aluminum chloride), Ice water, Cl (HCl). Run in [N+](=O)([O-])C1=CC=CC=C1 (nitrobenzene). Product: N1CCC(CC1)C(=O)C1=CC2=CC=C(C=C2C=C1)Cl (6-chloro-2-naphthyl 4-piperidyl ketone). As a reaction SMILES: [Cl:1][C:2]1[CH:11]=[CH:10][C:9]2[C:4](=[CH:5][CH:6]=[CH:7][CH:8]=2)[CH:3]=1.Cl.[NH:13]1[CH2:18][CH2:17][CH:16]([C:19](Cl)=[O:20])[CH2:15][CH2:14]1.[Cl-].[Al+3].[Cl-].[Cl-].Cl>[N+](C1C=CC=CC=1)([O-])=O>[NH:13]1[CH2:18][CH2:17][CH:16]([C:19]([C:7]2[CH:6]=[CH:5][C:4]3[C:9](=[CH:10][CH:11]=[C:2]([Cl:1])[CH:3]=3)[CH:8]=2)=[O:20])[CH2:15][CH2:14]1 |f:1.2,3.4.5.6|. Procedure details: To a stirred suspension of 3.15 g (19.4 mmoles) of 2-chloronaphthalene and 4.46 g (24.2 mmoles) of 4-piperidinecarbonyl chloride hydrochloride in 60 ml nitrobenzene is added gradually 9.7 g (73 mmoles) of aluminum chloride. The mixture is heated to 65°-70° C. for 2 hours and cooled. Ice water and concentrated HCl are added to the reaction mixture. The solid precipitate is partitioned between aqueous sodium hydroxide solution and ether and the organic phase washed with brine, dried over Na2SO4 an... RXN SMILES: [F:1][C:2]1[CH:3]=[C:4]([CH:8]=[CH:9][C:10]=1[C:11]1[S:12][C:13]2[C:18]([N:19]=1)=[CH:17][CH:16]=[C:15]([C:20]1([C:23]3[CH:28]=[CH:27][CH:26]=[CH:25][CH:24]=3)[CH2:22][CH2:21]1)[N:14]=2)[C:5](O)=[O:6].[CH:29]1([NH2:32])[CH2:31][CH2:30]1>>[CH:29]1([NH:32][C:5](=[O:6])[C:4]2[CH:8]=[CH:9][C:10]([C:11]3[S:12][C:13]4[C:18]([N:19]=3)=[CH:17][CH:16]=[C:15]([C:20]3([C:23]5[CH:24]=[CH:25][CH:26]=[CH:27][CH:28]=5)[CH2:21][CH2:22]3)[N:14]=4)=[C:2]([F:1])[CH:3]=2)[CH2:31][CH2:30]1. Yields the product C1(CC1)NC(C1=CC(=C(C=C1)C=1SC2=NC(=CC=C2N1)C1(CC1)C1=CC=CC=C1)F)=O (N-cyclopropyl-3-fluoro-4-(5-(1-phenylcyclopropyl)[1,3]thiazolo[5,4-b]pyridin-2-yl)benzamide). Starting materials: FC=1C=C(C(=O)O)C=CC1C=1SC2=NC(=CC=C2N1)C1(CC1)C1=CC=CC=C1 (3-fluoro-4-(5-(1-phenylcyclopropyl)thiazolo[5,4-b]pyridin-2-yl)benzoic acid), C1(CC1)N (cyclopropanamine). Procedure: The title compound was synthesized using the procedure described in Example 105 above, with 3-fluoro-4-(5-(1-phenylcyclopropyl)thiazolo[5,4-b]pyridin-2-yl)benzoic acid (93 mg, 0.238 mmol) and cyclopropanamine (20 μl, 0.286 mmol). MS (ESI) m/z: Calculated: 429.1; Observed: 430.1 (M++1). Starting materials: FC=1C=C2CCC(C2=CC1F)=O (5,6-difluoroindan-1-one), C(CC(C)C)ON=O (isoamylnitrite), O (water), Cl (HCl). Solvent: CO (MeOH). Conditions: temperature 40 celsius, time 45 minute. Yields the product FC=1C=C2CC(C(C2=CC1F)=O)=NO (5,6-Difluoroindan-1,2-dione 2-oxime). As a reaction SMILES: [F:1][C:2]1[CH:3]=[C:4]2[C:8](=[CH:9][C:10]=1[F:11])[C:7](=[O:12])[CH2:6][CH2:5]2.C([O:18][N:19]=O)CC(C)C.Cl.O>CO>[F:1][C:2]1[CH:3]=[C:4]2[C:8](=[CH:9][C:10]=1[F:11])[C:7](=[O:12])[C:6](=[N:19][OH:18])[CH2:5]2. Procedure: To a solution of 5,6-difluoroindan-1-one (Preparation 76) (3.1 g, 18.4 mmol) in MeOH at 40° C. was added isoamylnitrite (3.22 mL, 23.9 mmol) followed by conc. HCl (1.8 mL). The reaction was stirred at 40° C. for 45 min, cooled to rt and poured into water (50 mL). The precipitate was collected by filtration and air-dried to give the title compound: δH(DMSO-d6) 3.77 (2H, s), 7.72-7.85 (2H, m), 12.79 (1H, s). Starting materials: C(C)(C)(C)N1N=CC(=C1C(F)(F)F)NC(=O)NC1=C(C=C(C(=C1)C1=CC2=C(N=C(N=C2)SC)N(C1=O)C)C)F (1-(1-tert-butyl-5-(trifluoromethyl)-1H-pyrazol-4-yl)-3-(2-fluoro-4-methyl-5-(8-methyl-2-(methylthio)-7-oxo-7,8-dihydropyrido[2,3-d]pyrimidin-6-yl)phenyl)urea), C1=CC(=CC(=C1)Cl)C(=O)OO (MCPBA), CN (methylamine). Run in C1CCOC1 (THF). The product is C(C)(C)(C)N1N=CC(=C1C(F)(F)F)NC(=O)NC1=C(C=C(C(=C1)C1=CC2=C(N=C(N=C2)NC)N(C1=O)C)C)F (1-(1-tert-butyl-5-(trifluoromethyl)-1H-pyrazol-4-yl)-3-(2-fluoro-4-methyl-5-(8-methyl-2-(methylamino)-7-oxo-7,8-dihydropyrido[2,3-d]pyrimidin-6-yl)phenyl)urea). Isolated yield 71.0%. RXN SMILES: [C:1]([N:5]1[C:9]([C:10]([F:13])([F:12])[F:11])=[C:8]([NH:14][C:15]([NH:17][C:18]2[CH:23]=[C:22]([C:24]3[C:35](=[O:36])[N:34]([CH3:37])[C:27]4[N:28]=[C:29](SC)[N:30]=[CH:31][C:26]=4[CH:25]=3)[C:21]([CH3:38])=[CH:20][C:19]=2[F:39])=[O:16])[CH:7]=[N:6]1)([CH3:4])([CH3:3])[CH3:2].C1C=C(Cl)C=C(C(OO)=O)C=1.[CH3:51][NH2:52]>C1COCC1>[C:1]([N:5]1[C:9]([C:10]([F:13])([F:12])[F:11])=[C:8]([NH:14][C:15]([NH:17][C:18]2[CH:23]=[C:22]([C:24]3[C:35](=[O:36])[N:34]([CH3:37])[C:27]4[N:28]=[C:29]([NH:52][CH3:51])[N:30]=[CH:31][C:26]=4[CH:25]=3)[C:21]([CH3:38])=[CH:20][C:19]=2[F:39])=[O:16])[CH:7]=[N:6]1)([CH3:4])([CH3:3])[CH3:2]. Procedure: Using a procedure analogous to Example A1, 1-(1-tert-butyl-5-(trifluoromethyl)-1H-pyrazol-4-yl)-3-(2-fluoro-4-methyl-5-(8-methyl-2-(methylthio)-7-oxo-7,8-dihydropyrido[2,3-d]pyrimidin-6-yl)phenyl)urea (148 mg, 0.263 mmol), MCPBA (81 mg, 0.328 mmol) and 2.0N methylamine in THF (1.3 mL) were combined to afford 1-(1-tert-butyl-5-(trifluoromethyl)-1H-pyrazol-4-yl)-3-(2-fluoro-4-methyl-5-(8-methyl-2-(methylamino)-7-oxo-7,8-dihydropyrido[2,3-d]pyrimidin-6-yl)phenyl)urea (103 mg, 71% yield). 1H NMR (30... The reactants are C(CCC)P(CCCC)CCCC (Tri-n-butyl phosphine), ClCCCC(=O)O (4-chlorobutyric acid). Solvent: C1(=CC=CC=C1)C (toluene). Product: [Cl-].C(CCC)[P+](CCCC(=O)O)(CCCC)CCCC (Tri-n-butyl(carboxypropyl)phosphonium Chloride). RXN SMILES: [CH2:1]([P:5]([CH2:10][CH2:11][CH2:12][CH3:13])[CH2:6][CH2:7][CH2:8][CH3:9])[CH2:2][CH2:3][CH3:4].[Cl:14][CH2:15][CH2:16][CH2:17][C:18]([OH:20])=[O:19]>C1(C)C=CC=CC=1>[Cl-:14].[CH2:10]([P+:5]([CH2:1][CH2:2][CH2:3][CH3:4])([CH2:6][CH2:7][CH2:8][CH3:9])[CH2:15][CH2:16][CH2:17][C:18]([OH:20])=[O:19])[CH2:11][CH2:12][CH3:13] |f:3.4|. Reported procedure: Tri-n-butyl phosphine (0.1 mole) and 4-chlorobutyric acid (0.1 mole) were refluxed in toluene for 4 hours. Evaporation of the solvent from the reaction mixture left a viscous liquid whose infrared spectrum and elemental analysis corresponded to a compound of the formula